Dataset: the Open Reaction Database (ORD), a public repository of structured organic reaction records. Task: describe an organic reaction: reactants, conditions, products, and yield Reactants: C23H25Cl2N5O2, ClC1=C(C(=O)O)C=CC(=C1)C(=O)NC(C)C1=NC2=C(N1)C=CC(=C2)Cl (rac.-2-chloro-4-{N-[1-(5-chloro-1H-benzimidazol-2-yl)ethyl]aminocarbonyl}benzoic acid), NCC1NCCCC1 (rac.-2-aminomethylpiperidine), C(C)(C)N(CC)C(C)C (diisopropylethylamine), ClCl (chlorine). Solvent: CS(=O)C (DMSO). Yields the product NCC1N(CCCC1)C(=O)C1=C(C=C(C(=O)NC(C)C2=NC3=C(N2)C=CC(=C3)Cl)C=C1)Cl (4-(2-aminomethylpiperidin-1-ylcarbonyl)-3-chloro-N-[1-(5-chloro-1H-benzimidazol-2-yl)ethyl]benzamide). Reaction SMILES: [Cl:1][C:2]1[CH:10]=[C:9]([C:11]([NH:13][CH:14]([C:16]2[NH:20][C:19]3[CH:21]=[CH:22][C:23]([Cl:25])=[CH:24][C:18]=3[N:17]=2)[CH3:15])=[O:12])[CH:8]=[CH:7][C:3]=1[C:4]([OH:6])=O.[NH2:26][CH2:27][CH:28]1[CH2:33][CH2:32][CH2:31][CH2:30][NH:29]1.C(N(C(C)C)CC)(C)C.ClCl>CS(C)=O>[NH2:26][CH2:27][CH:28]1[CH2:33][CH2:32][CH2:31][CH2:30][N:29]1[C:4]([C:3]1[CH:7]=[CH:8][C:9]([C:11]([NH:13][CH:14]([C:16]2[NH:20][C:19]3[CH:21]=[CH:22][C:23]([Cl:25])=[CH:24][C:18]=3[N:17]=2)[CH3:15])=[O:12])=[CH:10][C:2]=1[Cl:1])=[O:6]. Procedure details: Prepared analogously to Example 1d from rac.-2-chloro-4-{N-[1-(5-chloro-1H-benzimidazol-2-yl)ethyl]aminocarbonyl}benzoic acid, rac.-2-aminomethylpiperidine, PFTU, and diisopropylethylamine in DMSO at ambient temperature. HPLC-MS results: retention time: 3.93 minutes; C23H25Cl2N5O2 (474.39); mass spectrum: (M−H)−=473/475/477 (chlorine isotope). The reactants are ice, [Cl-].[NH4+] (ammonium chloride), BrCC(COC)C (1-Bromo-3-methoxy-2-methylpropane), [Mg] (magnesium), N=1CCCN2C1C(C=1C=CC=CC21)=O (3,4-dihydropyrimido[1,2-a]indol-10(2H)-one). The solvent is CCOCC (ether), CCOCC (ether), ClCCCl (1,2-dichloroethane). Conditions: time 30 minute. The product is OC1(C=2N(C=3C=CC=CC13)CCCN2)CC(COC)C (10-Hydroxy-10-(3-methoxy-2-methylpropyl)-2,3,4,10-tetrahydropyrimido[1,2-a]indole), base. RXN SMILES: Br[CH2:2][CH:3]([CH3:7])[CH2:4][O:5][CH3:6].[Mg].[N:9]1[CH2:10][CH2:11][CH2:12][N:13]2[C:21]3[CH:20]=[CH:19][CH:18]=[CH:17][C:16]=3[C:15](=[O:22])[C:14]=12.[Cl-].[NH4+]>CCOCC.ClCCCl>[OH:22][C:15]1([CH2:2][CH:3]([CH3:7])[CH2:4][O:5][CH3:6])[C:16]2[CH:17]=[CH:18][CH:19]=[CH:20][C:21]=2[N:13]2[CH2:12][CH2:11][CH2:10][N:9]=[C:14]12 |f:3.4|. Procedure details: 1-Bromo-3-methoxy-2-methylpropane (10.02 g) in ether (50 ml) was added dropwise over 20 minutes to magnesium turnings (1.46 g) in ether (10 ml). The mixture was stirred under argon at room temperature for 30 minutes, cooled to 0° and 3,4-dihydropyrimido[1,2-a]indol-10(2H)-one (3.72 g) in dry 1,2-dichloroethane (20 ml) added dropwise over 20 minutes. The solution was stirred under argon at 0° for 1 hour, poured onto a swirling mixture of ice (100 ml) and saturated aqueous ammonium chloride (60 ml...